Dataset: the Open Reaction Database (ORD), a public repository of structured organic reaction records. Task: describe an organic reaction: reactants, conditions, products, and yield The reactants are [Br-], [Br-], C1CCOC1, CCOC(=O)c1cc(C)cn1Cc1cc(Cl)ccc1[N+](=O)[O-], [Zn+2]. The product is CCOC(=O)c1cc(C)cn1Cc1cc(Cl)ccc1N. Reaction SMILES: [Br-:28].[Br-:29].[CH2:23]1[O:24][CH2:25][CH2:26][CH2:27]1.[Cl:1][c:2]1[cH:3][cH:4][c:5]([N+:20]([O-:21])=[O:22])[c:6]([CH2:7][n:8]2[c:9]([C:14](=[O:15])[O:16][CH2:17][CH3:18])[cH:10][c:11]([CH3:13])[cH:12]2)[cH:19]1.[Zn+2:30]>>[Cl:1][c:2]1[cH:3][cH:4][c:5]([NH2:20])[c:6]([CH2:7][n:8]2[c:9]([C:14](=[O:15])[O:16][CH2:17][CH3:18])[cH:10][c:11]([CH3:13])[cH:12]2)[cH:19]1.